This data is from the Open Reaction Database (ORD), a public repository of structured organic reaction records. The task is: describe an organic reaction: reactants, conditions, products, and yield Starting materials: S(=O)(=O)([O-])[O-].[Na+].[Na+] (sodium sulfate), C([O-])([O-])=O.[Na+].[Na+] (sodium carbonate), [Cl-].[Na+] (sodium chloride), burkeite. Product: C([O-])(O)=O (bicarbonate), [Cl-] (chloride), S(=O)(=O)([O-])[O-] (sulfate), trona. As a reaction SMILES: [S:1]([O-:5])([O-:4])(=[O:3])=[O:2].[Na+].[Na+].[Cl-:8].[Na+].[C:10](=[O:13])([O-:12])[O-:11].[Na+].[Na+]>>[C:10](=[O:11])([OH:13])[O-:12].[Cl-:8].[S:1]([O-:5])([O-:4])(=[O:3])=[O:2] |f:0.1.2,3.4,5.6.7|. Procedure details: It is a further object to selectively leach sodium sulfate, sodium chloride and burkeite from a salt mixture containing sodium carbonate, -bicarbonate, -chloride and -sulfate, burkeite and trona, to form trona, which is converted to sodium carbonate, and to separate any residual sodium sulfate, sodium chloride and other impurity salts from the carbonate in a non-convective, solar pond to obtain high purity sodium carbonate monohydrate. Reactants: C(C1=CC=CC=C1)N1CC2C[Se]CC(C1)C2=O (7-Benzyl-3-selena-7-azabicyclo[3.3.1]nonan-9-one), Cl(=O)(=O)(=O)O (Perchloric acid). Solvent: C1=CC=CC=C1 (benzene). Yields the product C(C1=CC=CC=C1)N1CC2C[Se]CC(C1)C2(O)O (7-benzyl-3-selena-7-azabicyclo[3.3.1]nonan-9,9-diol). Yield: 90.2%. RXN SMILES: [CH2:1]([N:8]1[CH2:15][CH:14]2[C:16](=[O:17])[CH:10]([CH2:11][Se:12][CH2:13]2)[CH2:9]1)[C:2]1[CH:7]=[CH:6][CH:5]=[CH:4][CH:3]=1.Cl(O)(=O)(=O)=[O:19]>C1C=CC=CC=1>[CH2:1]([N:8]1[CH2:15][CH:14]2[C:16]([OH:19])([OH:17])[CH:10]([CH2:11][Se:12][CH2:13]2)[CH2:9]1)[C:2]1[CH:3]=[CH:4][CH:5]=[CH:6][CH:7]=1. Procedure details: 7-Benzyl-3-selena-7-azabicyclo[3.3.1]nonan-9-one (0.65 g, 2.2 mmol) was dissolved in dry benzene (250 mL). Perchloric acid (60%, 1.0 g, 6.0 mmol) was added dropwise very slowly with cooling and swirling. This precipitated an orange solid which adhered to the side of the flask. The benzene was decanted and the solid was recrystallized (95% ethanol) to give 7-benzyl-3-selena-7-azabicyclo[3.3.1]nonan-9,9-diol hydroperchlorate (0.62 g, 68.3%) as white needles: mp 214.0°-216.0° C. (dec); IR (KBr) cm-...